From a dataset of the Open Reaction Database (ORD), a public repository of structured organic reaction records. describe an organic reaction: reactants, conditions, products, and yield Starting materials: E1, ClC=1C=C2N(C(N1)=O)CCN2C(=O)OC(C)(C)C (tert-butyl 7-chloro-5-oxo-2,3-dihydroimidazo[1,2-c]pyrimidine-1(5H)-carboxylate), FC=1C=C(C=NC1F)OC1=C(C#N)C=C(C=C1)CO (2-((5,6-difluoropyridin-3-yl)oxy)-5-(hydroxymethyl)benzonitrile), [H-].[Na+] (NaH). The product is C(#N)C=1C=C(COC=2C=C3N(C(N2)=O)CCN3C(=O)OC(C)(C)C)C=CC1OC=1C=NC(=C(C1)F)F (tert-butyl 7-((3-cyano-4-((5,6-difluoropyridin-3-yl)oxy)benzyl)oxy)-5-oxo-2,3-dihydroimidazo[1,2-c]pyrimidine-1(5H)-carboxylate). Reaction SMILES: [F:1][C:2]1[CH:3]=[C:4]([O:9][C:10]2[CH:17]=[CH:16][C:15]([CH2:18][OH:19])=[CH:14][C:11]=2[C:12]#[N:13])[CH:5]=[N:6][C:7]=1[F:8].[H-].[Na+].Cl[C:23]1[CH:24]=[C:25]2[N:32]([C:33]([O:35][C:36]([CH3:39])([CH3:38])[CH3:37])=[O:34])[CH2:31][CH2:30][N:26]2[C:27](=[O:29])[N:28]=1>>[C:12]([C:11]1[CH:14]=[C:15]([CH:16]=[CH:17][C:10]=1[O:9][C:4]1[CH:5]=[N:6][C:7]([F:8])=[C:2]([F:1])[CH:3]=1)[CH2:18][O:19][C:23]1[CH:24]=[C:25]2[N:32]([C:33]([O:35][C:36]([CH3:39])([CH3:38])[CH3:37])=[O:34])[CH2:31][CH2:30][N:26]2[C:27](=[O:29])[N:28]=1)#[N:13] |f:1.2|. Reported procedure: The title compound was prepared by a procedure similar to that described for E1 starting from 2-((5,6-difluoropyridin-3-yl)oxy)-5-(hydroxymethyl)benzonitrile, NaH and tert-butyl 7-chloro-5-oxo-2,3-dihydroimidazo[1,2-c]pyrimidine-1(5H)-carboxylate. The reactants are ClP(C1=CC=CC=C1)C1=CC=CC=C1 (chlorodiphenylphosphine), O (water). Reagents/catalysts: [Zn] (zinc). Solvent: O1CCCC1 (tetrahydrofuran). Reaction conditions: temperature 50 celsius, time 1 hour. The product is C1(=CC=CC=C1)PC1=CC=CC=C1 (diphenylphosphine). The yield is 59.9%. Reaction SMILES: Cl[P:2]([C:9]1[CH:14]=[CH:13][CH:12]=[CH:11][CH:10]=1)[C:3]1[CH:8]=[CH:7][CH:6]=[CH:5][CH:4]=1.O>O1CCCC1.[Zn]>[C:9]1([PH:2][C:3]2[CH:4]=[CH:5][CH:6]=[CH:7][CH:8]=2)[CH:10]=[CH:11][CH:12]=[CH:13][CH:14]=1. Procedure: 1.04 g (4.71 mmol) of chlorodiphenylphosphine was added dropwise under a nitrogen gas atmosphere to a suspension of 461 mg (7.05 mmol) of zinc (powder) in 10 cm3 of tetrahydrofuran and the mixture was stirred at 50° C. for one hour. To the reaction mixture was added dropwise 170 mg (9.43 mmol) of water. The mixture was stirred, and the organic layer was filtered. The filtrate was concentrated under reduced pressure to give 526 mg (2.82 mmol) of diphenylphosphine in 60% yield. Starting materials: COC=1C=C(C=CC1OC)CCC(=O)O (3-(3,4-dimethoxyphenyl)propionic acid), C(C)(=O)Cl (Acetyl chloride). The solvent is CO (methanol), COC(C)COC (2,3-dimethoxypropane), CO (methanol). Conditions: time 8 hour. Product: COC=1C=C(C=CC1OC)CCC(=O)OC (Methyl 3-(3,4-dimethoxyphenyl)propionate). RXN SMILES: [C:1](Cl)(=O)C.[CH3:5][O:6][C:7]1[CH:8]=[C:9]([CH2:15][CH2:16][C:17]([OH:19])=[O:18])[CH:10]=[CH:11][C:12]=1[O:13][CH3:14]>CO.COC(COC)C>[CH3:5][O:6][C:7]1[CH:8]=[C:9]([CH2:15][CH2:16][C:17]([O:19][CH3:1])=[O:18])[CH:10]=[CH:11][C:12]=1[O:13][CH3:14]. Procedure: Acetyl chloride (20 cc) was added dropwise over 10 minutes with stirring to methanol (400 cc); the resulting solution was added all at once to a magnetically stirred suspension of 3-(3,4-dimethoxyphenyl)propionic acid (500 g, 2.378 moles) in methanol (1.6 1) and 2,3-dimethoxypropane (250 cc). The reaction mixture was stirred overnight at room temperature and then at reflux for 1 hour. After cooling, the solution was evaporated in vacuo to a light yellow syrup; yield: 533 g (100%). Starting materials: O[C@H](C(=O)O)CC1=CC=CC=C1 ((S)-2-Hydroxy-3-phenyl-propionic acid), COC(C)(C)OC (2,2-dimethoxypropane). Solvent: C(Cl)(Cl)Cl (chloroform). The product is C(C1=CC=CC=C1)[C@H]1C(OC(O1)(C)C)=O ((S)-5-Benzyl-2,2-dimethyl-[1,3]dioxolan-4-one). Isolated yield 97.5%. As a reaction SMILES: [OH:1][C@@H:2]([CH2:6][C:7]1[CH:12]=[CH:11][CH:10]=[CH:9][CH:8]=1)[C:3]([OH:5])=[O:4].CO[C:15](OC)([CH3:17])[CH3:16]>C(Cl)(Cl)Cl>[CH2:6]([C@@H:2]1[O:1][C:15]([CH3:17])([CH3:16])[O:4][C:3]1=[O:5])[C:7]1[CH:12]=[CH:11][CH:10]=[CH:9][CH:8]=1. Reported procedure: A solution of (S)-2-Hydroxy-3-phenyl-propionic acid (1.662 g, 10.0 mmol), 2,2-dimethoxypropane (8.328 g, 80.0 mmol) and PPTSA (1.257 g, 5.0 mmol) in chloroform was stirred at 70° C. for one hour, concentrated, dissolved in dichloromethane and purified on silica gel with 10% EtOAc-PE which gave the title compound (2.010 g, 97%) as a white solid. Reactants: O=C([O-])O, N#Cc1ccc2c(c1)CC(=O)N2, CO, Cl, NO, [Na+]. Yields the product NC(=NO)c1ccc2c(c1)CC(=O)N2. RXN SMILES: [C:16](=[O:17])([OH:18])[O-:19].[C:1](#[N:2])[c:3]1[cH:4][c:5]2[c:9]([cH:10][cH:11]1)[NH:8][C:7](=[O:12])[CH2:6]2.[CH3:21][OH:22].[ClH:13].[NH2:14][OH:15].[Na+:20]>>[C:1]([NH2:2])([c:3]1[cH:4][c:5]2[c:9]([cH:10][cH:11]1)[NH:8][C:7](=[O:12])[CH2:6]2)=[N:14][OH:15]. The reactants are C(=O)(C(F)(F)F)O (TFA), ClC1=C(C=C(C=C1NC1=NN2C(C(=N1)N(CC1=CC=C(C=C1)OC)C1CC1)=NC=C2C#N)C#N)N2C(CN(CC2)C(=O)OC(C)(C)C)=O (tert-butyl 4-(2-chloro-5-cyano-3-((7-cyano-4-(cyclopropyl(4-methoxybenzyl)amino)imidazo[2,1-f][1,2,4]triazin-2-yl)amino)phenyl)-3-oxopiperazine-1-carboxylate), C1(=CC=CC=C1)OC (anisole). Solvent: ClCCCl (DCE). Conditions: temperature 60 celsius, time 10 minute. The product is ClC1=C(C=C(C=C1N1C(CNCC1)=O)C#N)NC1=NN2C(C(=N1)NC1CC1)=NC=C2C#N (2-((2-chloro-5-cyano-3-(2-oxopiperazin-1-yl)phenyl)amino)-4-(cyclopropylamino)imidazo[2,1-f][1,2,4]triazine-7-carbonitrile). Yield: 56.4%. RXN SMILES: C(O)(C(F)(F)F)=O.[Cl:8][C:9]1[C:14]([NH:15][C:16]2[N:21]=[C:20]([N:22]([CH:32]3[CH2:34][CH2:33]3)CC3C=CC(OC)=CC=3)[C:19]3=[N:35][CH:36]=[C:37]([C:38]#[N:39])[N:18]3[N:17]=2)=[CH:13][C:12]([C:40]#[N:41])=[CH:11][C:10]=1[N:42]1[CH2:47][CH2:46][N:45](C(OC(C)(C)C)=O)[CH2:44][C:43]1=[O:55].C1(OC)C=CC=CC=1>ClCCCl>[Cl:8][C:9]1[C:10]([N:42]2[CH2:47][CH2:46][NH:45][CH2:44][C:43]2=[O:55])=[CH:11][C:12]([C:40]#[N:41])=[CH:13][C:14]=1[NH:15][C:16]1[N:21]=[C:20]([NH:22][CH:32]2[CH2:34][CH2:33]2)[C:19]2=[N:35][CH:36]=[C:37]([C:38]#[N:39])[N:18]2[N:17]=1. Procedure: TFA (1 mL) was added to a solution of tert-butyl 4-(2-chloro-5-cyano-3-((7-cyano-4-(cyclopropyl(4-methoxybenzyl)amino)imidazo[2,1-f][1,2,4]triazin-2-yl)amino)phenyl)-3-oxopiperazine-1-carboxylate (10 mg, 0.015 mmol) and anisole (6.53 μl, 0.060 mmol) in DCE (1 mL) and the reaction mixture was heated at 60° C. for 30 min. LC-MS indicated completion, then it was cooled and concentrated. The crude was dissolved in methanol and neutralized with 7N ammonia in methanol. After stirring for 10 min it was... Reactants: C(#N)C1=CC(=C(CNC(C(N2C(C3=CC=CC(=C3C2=O)F)=O)OCC)=O)C=C1)[N+](=O)[O-] ((RS)-N-(4-cyano-2-nitro-benzyl)-2-ethoxy-2-(4-fluoro-1,3-dioxo-1,3-dihydro-isoindol-2-yl)-acetamide). Reagents/catalysts: [Pd] (Pd/C). Solvent: C(C)(=O)OCC (ethyl acetate). Run at time 24 hour. Yields the product NC1=C(CNC(C(N2C(C3=CC=CC(=C3C2=O)F)=O)OCC)=O)C=CC(=C1)C#N ((RS)-N-(2-amino-4-cyano-benzyl)-2-ethoxy-2-(4-fluoro-1,3-dioxo-1,3-dihydro-isoindol-2-yl)-acetamide). Yield: 101.7%. As a reaction SMILES: [C:1]([C:3]1[CH:28]=[CH:27][C:6]([CH2:7][NH:8][C:9](=[O:26])[CH:10]([O:23][CH2:24][CH3:25])[N:11]2[C:19](=[O:20])[C:18]3[C:13](=[CH:14][CH:15]=[CH:16][C:17]=3[F:21])[C:12]2=[O:22])=[C:5]([N+:29]([O-])=O)[CH:4]=1)#[N:2]>C(OCC)(=O)C.[Pd]>[NH2:29][C:5]1[CH:4]=[C:3]([C:1]#[N:2])[CH:28]=[CH:27][C:6]=1[CH2:7][NH:8][C:9](=[O:26])[CH:10]([O:23][CH2:24][CH3:25])[N:11]1[C:19](=[O:20])[C:18]2[C:13](=[CH:14][CH:15]=[CH:16][C:17]=2[F:21])[C:12]1=[O:22]. Procedure details: To a solution of (RS)-N-(4-cyano-2-nitro-benzyl)-2-ethoxy-2-(4-fluoro-1,3-dioxo-1,3-dihydro-isoindol-2-yl)-acetamide (0.310 g) in ethyl acetate (7.3 ml) was added 10% Pd/C (60 mg) and the mixture vigorously stirred at r.t. under a hydrogen atmosphere for 24 h. The catalyst was filtered off over a celite pad and the cake was carefully washed with ethyl acetate. The filtrate was evaporated to yield (RS)-N-(2-amino-4-cyano-benzyl)-2-ethoxy-2-(4-fluoro-1,3-dioxo-1,3-dihydro-isoindol-2-yl)-acetamide ... Starting materials: ClC=1C(=C(C=CC1)S(=O)(=O)Cl)C (3-chloro-2-methylbenzenesulfonyl chloride), NC=1C=C(C=CC1)C1=NN=NN1 (5-(3-aminophenyl)tetrazole). Yields the product ClC=1C(=C(C=CC1)S(=O)(=O)NC1=CC(=CC=C1)C1=NN=NN1)C (3-Chloro-2-methyl-N-[3-(1H-tetrazol-5-yl)phenyl]benzenesulfonamide). Yield: 58.0%. RXN SMILES: [Cl:1][C:2]1[C:3]([CH3:12])=[C:4]([S:8](Cl)(=[O:10])=[O:9])[CH:5]=[CH:6][CH:7]=1.[NH2:13][C:14]1[CH:15]=[C:16]([C:20]2[NH:24][N:23]=[N:22][N:21]=2)[CH:17]=[CH:18][CH:19]=1>>[Cl:1][C:2]1[C:3]([CH3:12])=[C:4]([S:8]([NH:13][C:14]2[CH:19]=[CH:18][CH:17]=[C:16]([C:20]3[NH:24][N:23]=[N:22][N:21]=3)[CH:15]=2)(=[O:10])=[O:9])[CH:5]=[CH:6][CH:7]=1. Procedure details: The product was prepared according to General Procedure 6, described in Example 65, with 3-chloro-2-methylbenzenesulfonyl chloride (12.4 mg, 0.055 mmol) and 5-(3-aminophenyl)tetrazole (8.0 mg, 0.050 mmol). The title compound was obtained in 58% yield (10.1 mg). MS (ESI+) calcd mass for C14H12ClN5O2S 349.040023, found 349.040413. Starting materials: CN(C)C(=O)CC1(O)C(=O)N(Cc2ccccc2)c2ccccc21, CC(=O)O, Cc1ccccc1, O=C1CCC(=O)N1Cl, O. Product: CN(C)C(=O)CC1(O)C(=O)N(Cc2ccccc2)c2ccc(Cl)cc21. As a reaction SMILES: [CH2:1]([c:2]1[cH:3][cH:4][cH:5][cH:6][cH:7]1)[N:8]1[C:9](=[O:24])[C:10]([OH:17])([CH2:18][C:19](=[O:20])[N:21]([CH3:22])[CH3:23])[c:11]2[cH:12][cH:13][cH:14][cH:15][c:16]21.[CH3:33][C:34](=[O:35])[OH:36].[CH3:37][c:38]1[cH:39][cH:40][cH:41][cH:42][cH:43]1.[Cl:25][N:26]1[C:27](=[O:28])[CH2:29][CH2:30][C:31]1=[O:32].[OH2:44]>>[CH2:1]([c:2]1[cH:3][cH:4][cH:5][cH:6][cH:7]1)[N:8]1[C:9](=[O:24])[C:10]([OH:17])([CH2:18][C:19](=[O:20])[N:21]([CH3:22])[CH3:23])[c:11]2[cH:12][c:13]([Cl:25])[cH:14][cH:15][c:16]21. Run at time 1 hour. Run in CC(=O)C (acetone), O (water), C(C)(=O)OCC (ethyl acetate). Reaction SMILES: C(=O)(O)[O-].[Na+].[NH2:6][C:7]1[CH:8]=[C:9]2[C:13](=[CH:14][CH:15]=1)[CH2:12][CH2:11][CH2:10]2.[CH2:16]([O:23][C:24](Cl)=[O:25])[C:17]1[CH:22]=[CH:21][CH:20]=[CH:19][CH:18]=1.S([O-])(O)(=O)=O.[Na+]>CC(C)=O.O.C(OCC)(=O)C>[C:24]([NH:6][C:7]1[CH:8]=[C:9]2[C:13](=[CH:14][CH:15]=1)[CH2:12][CH2:11][CH2:10]2)([O:23][CH2:16][C:17]1[CH:22]=[CH:21][CH:20]=[CH:19][CH:18]=1)=[O:25] |f:0.1,4.5|. Procedure details: Sodium bicarbonate (7.20 g) is added to a solution of 5-aminoindan (XVA, 5.71 g) in acetone (60 ml) and water (30 ml) 0°, followed by the dropwise addition of benzylchloroformate (6.8 ml, 8.07 g) over 5 min. The mixture is stirred at 0° for about 1 hr, then at 20-°25° overnight. The mixture is poured into aqueous sodium hydrogen sulfate (10%, 200 ml), and ethyl acetate (300 ml). The organic extract is washed with saturated aqueous sodium bicarbonate, dried over magnesium sulfate, and concentrate... Starting materials: C([O-])(O)=O.[Na+] (Sodium bicarbonate), NC=1C=C2CCCC2=CC1 (5-aminoindan), S(=O)(=O)(O)[O-].[Na+] (sodium hydrogen sulfate), C(C1=CC=CC=C1)OC(=O)Cl (benzylchloroformate). Product: C(=O)(OCC1=CC=CC=C1)NC=1C=C2CCCC2=CC1 (N-(Carbobenzyloxy)-5-aminoindan).